From a dataset of the Open Reaction Database (ORD), a public repository of structured organic reaction records. describe an organic reaction: reactants, conditions, products, and yield Reactants: O=CCC1Cc2ccccc2C1, CCOC(=O)CP(=O)(OCC)OCC, [H-], [Na+], C1CCOC1, O. Yields the product CCOC(=O)C=CCC1Cc2ccccc2C1. RXN SMILES: [CH2:17]1[CH:18]([CH2:26][CH:27]=[O:28])[CH2:19][c:20]2[cH:21][cH:22][cH:23][cH:24][c:25]21.[CH2:3]([O:4][P:5]([O:6][CH2:7][CH3:8])(=[O:9])[CH2:11][C:12](=[O:13])[O:14][CH2:15][CH3:16])[CH3:10].[H-:1].[Na+:2].[O:30]1[CH2:31][CH2:32][CH2:33][CH2:34]1.[OH2:29]>>[CH:11]([C:12](=[O:13])[O:14][CH2:15][CH3:16])=[CH:27][CH2:26][CH:18]1[CH2:17][c:25]2[c:20]([cH:21][cH:22][cH:23][cH:24]2)[CH2:19]1. Starting materials: OO (hydrogen peroxide), P(S)(O)(O)=S (Dithiophosphoric Acid), [OH-].[Ca+2].[OH-] (calcium hydroxide), C(CCC)OCCOCCOCCO (triethylene glycol monobutyl ether). Solvent: O (water). Reaction conditions: temperature 42 celsius. The product is P(=S)([S-])([O-])[O-].[Ca+2].P(=S)([S-])([O-])[O-].[Ca+2].[Ca+2] (Calcium Dithiophosphate). RXN SMILES: [P:1](=[S:5])([OH:4])([OH:3])[SH:2].[OH-].[Ca+2:7].[OH-].C(OCCOCCOCCO)CCC.OO>O>[P:1]([O-:4])([O-:3])([S-:5])=[S:2].[Ca+2:7].[P:1]([O-:4])([O-:3])([S-:5])=[S:2].[Ca+2:7].[Ca+2:7] |f:1.2.3,7.8.9.10.11|. Procedure: To a three neck flask were added 102.1 grams of the dithiophosphoric acid obtained from Example 9 and 10.6 grams of calcium hydroxide. The reaction was heated to 42° C. The temperature then increased rapidly to 115° C. The reaction was placed in a water bath and the temperature decreased back to 30° C. This gave a viscous product, to which 20.3 grams of triethylene glycol monobutyl ether were added. The reaction was then heated back to 98° C., and was then stopped heating. After cooling back to ...